This data is from the Open Reaction Database (ORD), a public repository of structured organic reaction records. The task is: describe an organic reaction: reactants, conditions, products, and yield Starting materials: C1(=CC=CC=C1)C(C(=O)O)(C)C1=CC=CC=C1 (2,2-diphenylpropionic acid), NCCCN1CCC(CC1)C=1C=C(C=CC1)NC(C(C)C)=O (N-{3-[1-(3-aminopropyl)-4-piperidinyl]phenyl}-2-methylpropanamide), CN(CCCN=C=NCC)C (1-[3-(dimethylamino)propyl]3-ethylcarbodiimide). The reagents and catalysts are CN(C1=CC=NC=C1)C (4-dimethylaminopyridine). Run in C(Cl)Cl.CN(C)C=O (CH2Cl2 DMF). Run at time 12 hour. Yields the product C(C(C)C)(=O)NC=1C=C(C=CC1)C1CCN(CC1)CCCNC(C(C)(C1=CC=CC=C1)C1=CC=CC=C1)=O (N-(3-{4-[3-(ISOBUTYRYLAMINO)PHENYL]-1-PIPERIDINYL}PROPYL)-2,2-DIPHENYL PROPANAMIDE). The yield is 42.8%. As a reaction SMILES: [C:1]1([C:7]([C:12]2[CH:17]=[CH:16][CH:15]=[CH:14][CH:13]=2)([CH3:11])[C:8]([OH:10])=O)[CH:6]=[CH:5][CH:4]=[CH:3][CH:2]=1.[NH2:18][CH2:19][CH2:20][CH2:21][N:22]1[CH2:27][CH2:26][CH:25]([C:28]2[CH:29]=[C:30]([NH:34][C:35](=[O:39])[CH:36]([CH3:38])[CH3:37])[CH:31]=[CH:32][CH:33]=2)[CH2:24][CH2:23]1.CN(C)CCCN=C=NCC>CN(C)C1C=CN=CC=1.C(Cl)Cl.CN(C=O)C>[C:35]([NH:34][C:30]1[CH:29]=[C:28]([CH:25]2[CH2:26][CH2:27][N:22]([CH2:21][CH2:20][CH2:19][NH:18][C:8](=[O:10])[C:7]([C:1]3[CH:2]=[CH:3][CH:4]=[CH:5][CH:6]=3)([C:12]3[CH:17]=[CH:16][CH:15]=[CH:14][CH:13]=3)[CH3:11])[CH2:23][CH2:24]2)[CH:33]=[CH:32][CH:31]=1)(=[O:39])[CH:36]([CH3:38])[CH3:37] |f:4.5|. Procedure details: A mixture of 2,2-diphenylpropionic acid (0.200 mmol, 45.2 mg), N-{3-[1-(3-aminopropyl)-4-piperidinyl]phenyl}-2-methylpropanamide (0.200 mmol, 60.7 mg), 1-[3-(dimethylamino)propyl]3-ethylcarbodiimide (EDC, 0.400 mmol, 62.0 mg) and 4-dimethylaminopyridine (5.00 mg) was dissolved in CH2Cl2/DMF (1.00/0.100 mL) and the mixture was shaken on an orbital J-KEM shaker at room temperature for 12 h. The reaction mixture was concentrated in vacuo, purified by preparative TLC [silica, CH2Cl2:ammonia (2.0 M i...